From a dataset of the Open Reaction Database (ORD), a public repository of structured organic reaction records. describe an organic reaction: reactants, conditions, products, and yield Starting materials: C(C)(C)(C)O[SiH](OC(C)(C)C)OC(C)(C)C (tritertbutoxysilane), C(=C)[Si](OC(C)C)(OC(C)C)OC(C)C (vinyltriisopropoxysilane). Procedure details: Into a 45 cc Parr bomb was added 2.5 g (0.010 mol) tritertbutoxysilane, 4.7 g (0.020 mol) vinyltriisopropoxysilane, 1.0 g xylene and 2000 ppm Ru3CO12 (29 mg) as a catalyst. The reaction was heated to 225° C. for 3 hours in a fluidized sand bath. A single product, 1-tritertbutoxysilyl-2-triisopropoxysilylethylene was formed. RXN SMILES: [C:1]([O:5][SiH:6]([O:12][C:13]([CH3:16])([CH3:15])[CH3:14])[O:7][C:8]([CH3:11])([CH3:10])[CH3:9])([CH3:4])([CH3:3])[CH3:2].[CH:17]([Si:19]([O:28][CH:29]([CH3:31])[CH3:30])([O:24][CH:25]([CH3:27])[CH3:26])[O:20][CH:21]([CH3:23])[CH3:22])=[CH2:18]>C1(C)C(C)=CC=CC=1>[C:8]([O:7][Si:6]([O:5][C:1]([CH3:4])([CH3:3])[CH3:2])([O:12][C:13]([CH3:16])([CH3:15])[CH3:14])[CH:18]=[CH:17][Si:19]([O:20][CH:21]([CH3:23])[CH3:22])([O:24][CH:25]([CH3:27])[CH3:26])[O:28][CH:29]([CH3:31])[CH3:30])([CH3:11])([CH3:10])[CH3:9]. Reaction conditions: temperature 225 celsius. Product: C(C)(C)(C)O[Si](C=C[Si](OC(C)C)(OC(C)C)OC(C)C)(OC(C)(C)C)OC(C)(C)C (1-tritertbutoxysilyl-2-triisopropoxysilylethylene). The solvent is C=1(C(=CC=CC1)C)C (xylene). Reactants: Clc1cc(-c2cccnc2)sc1Br, O=C([O-])[O-], CCC(CC)c1cc(C)nn2cc(C)nc12, [Cs+], [Cs+], O=C(C=Cc1ccccc1)C=Cc1ccccc1, O=C(C=Cc1ccccc1)C=Cc1ccccc1, O=C(C=Cc1ccccc1)C=Cc1ccccc1, [Pd], [Pd], c1ccc(P(c2ccccc2)c2ccccc2)cc1. The product is CCC(CC)c1cc(C)nn2c(-c3sc(-c4cccnc4)cc3Cl)c(C)nc12. RXN SMILES: [Br:17][c:18]1[c:19]([Cl:29])[cH:20][c:21](-[c:23]2[cH:24][n:25][cH:26][cH:27][cH:28]2)[s:22]1.[C:30](=[O:31])([O-:32])[O-:33].[CH2:1]([CH3:2])[CH:3]([CH2:4][CH3:5])[c:6]1[c:7]2[n:8]([n:9][c:10]([CH3:12])[cH:11]1)[cH:13][c:14]([CH3:16])[n:15]2.[Cs+:34].[Cs+:35].[O:57]=[C:58]([CH:59]=[CH:60][c:61]1[cH:62][cH:63][cH:64][cH:65][cH:66]1)[CH:67]=[CH:68][c:69]1[cH:70][cH:71][cH:72][cH:73][cH:74]1.[O:75]=[C:76]([CH:77]=[CH:78][c:79]1[cH:80][cH:81][cH:82][cH:83][cH:84]1)[CH:85]=[CH:86][c:87]1[cH:88][cH:89][cH:90][cH:91][cH:92]1.[O:93]=[C:94]([CH:95]=[CH:96][c:97]1[cH:98][cH:99][cH:100][cH:101][cH:102]1)[CH:103]=[CH:104][c:105]1[cH:106][cH:107][cH:108][cH:109][cH:110]1.[Pd:55].[Pd:56].[c:36]1([P:37]([c:38]2[cH:39][cH:40][cH:41][cH:42][cH:43]2)[c:44]2[cH:45][cH:46][cH:47][cH:48][cH:49]2)[cH:50][cH:51][cH:52][cH:53][cH:54]1>>[CH2:1]([CH3:2])[CH:3]([CH2:4][CH3:5])[c:6]1[c:7]2[n:8]([n:9][c:10]([CH3:12])[cH:11]1)[c:13](-[c:18]1[c:19]([Cl:29])[cH:20][c:21](-[c:23]3[cH:24][n:25][cH:26][cH:27][cH:28]3)[s:22]1)[c:14]([CH3:16])[n:15]2. The reactants are CCCCOS(=O)(=O)C1(C)CC1, [K+], C1COCCO1, O, N#C[S-]. The product is CC1(S(=O)(=O)[O-])CC1, [K+]. Reaction SMILES: [CH3:1][C:2]1([S:5](=[O:6])(=[O:7])[O:8][CH2:9][CH2:10][CH2:11][CH3:12])[CH2:3][CH2:4]1.[K+:13].[O:18]1[CH2:19][CH2:20][O:21][CH2:22][CH2:23]1.[OH2:17].[S-:14][C:15]#[N:16]>>[CH3:1][C:2]1([S:5](=[O:6])(=[O:7])[O-:8])[CH2:3][CH2:4]1.[K+:13]. Reactants: CN(C=O)c1ccccc1, Clc1ccc2cc3ccccc3cc2c1, Clc1ccccc1Cl, O=P(Cl)(Cl)Cl. The product is O=Cc1c2ccccc2cc2ccc(Cl)cc12. Reaction SMILES: [CH3:1][N:2]([c:3]1[cH:4][cH:5][cH:6][cH:7][cH:8]1)[CH:9]=[O:10].[Cl:16][c:17]1[cH:18][c:19]2[cH:20][c:21]3[cH:22][cH:23][cH:24][cH:25][c:26]3[cH:27][c:28]2[cH:29][cH:30]1.[Cl:31][c:32]1[cH:33][cH:34][cH:35][cH:36][c:37]1[Cl:38].[P:11]([Cl:12])([Cl:13])([Cl:14])=[O:15]>>[CH:9](=[O:10])[c:20]1[c:19]2[cH:18][c:17]([Cl:16])[cH:30][cH:29][c:28]2[cH:27][c:26]2[c:21]1[cH:22][cH:23][cH:24][cH:25]2. Starting materials: ClC(Cl)(OC(OC(Cl)(Cl)Cl)=O)Cl (Triphosgene), C(C)(C)OC(=O)C1=NC=CC=C1CN(S(=O)(=O)C1=CC=C(C=C1)C)CC(=O)OC (3-{[Methoxycarbonylmethyl-(toluene-4-sulfonyl)-amino]-methyl}-pyridine-2-carboxylic acid isopropyl ester), O.[Cl-].[Cl-].[NH3+]CC1=NC2=C([NH2+]1)C=CC=C2 (2-(ammoniomethyl)-1H-benzimidazol-1-ium dichloride hydrate), solution, C(C)(C)N(CC)C(C)C (diisopropylethylamine), C(=O)(C(F)(F)F)O (TFA). Reaction conditions: time 1 hour. Reaction SMILES: ClC(Cl)(OC(=O)OC(Cl)(Cl)Cl)Cl.C(O[C:17]([C:19]1[C:24]([CH2:25][N:26]([CH2:37][C:38]([O:40]C)=O)S(C2C=CC(C)=CC=2)(=O)=O)=[CH:23][CH:22]=[CH:21][N:20]=1)=[O:18])(C)C.C(N(C(C)C)CC)(C)C.O.[Cl-].[Cl-].[NH3+:54][CH2:55][C:56]1[NH2+:60][C:59]2[CH:61]=[CH:62][CH:63]=[CH:64][C:58]=2[N:57]=1.[C:65]([OH:71])([C:67]([F:70])([F:69])[F:68])=[O:66]>CN(C=O)C>[F:68][C:67]([F:70])([F:69])[C:65]([O-:71])=[O:66].[OH:18][C:17]1[C:37]([C:38]([NH:54][CH2:55][C:56]2[NH2+:60][C:59]3[CH:61]=[CH:62][CH:63]=[CH:64][C:58]=3[N:57]=2)=[O:40])=[N:26][CH:25]=[C:24]2[C:19]=1[N:20]=[CH:21][CH:22]=[CH:23]2 |f:3.4.5.6,9.10|. Procedure details: Triphosgene (0.556 g, 1.87 mmol) was added over 20 mins to a solution of the acid from Step 1. (0.89 g, 4.68 mmol) and diisopropylethylamine 3.26 ml, 18.7 mmol) in DMF (22 ml) at 0° C. The dark solution was allowed to warm to room temperature and stirred a further 1 hr. 2-(ammoniomethyl)-1H-benzimidazol-1-ium dichloride hydrate (25.0 mg, 1.05 mmol) was treated with a portion of the above solution (0.58 ml, 0.07 mmol) and the resulting mixture was stirred at room temperature for 16 hrs. The solut... The solvent is CN(C)C=O (DMF). Product: FC(C(=O)[O-])(F)F.OC=1C(=NC=C2C=CC=NC12)C(=O)NCC1=NC2=C([NH2+]1)C=CC=C2 (2-({[(8-hydroxy-1,6-naphthyridin-7-yl)carbonyl]amino}methyl)-1H-benzimidazol-1-ium Trifluoroacetate). Reactants: O1CCN(CC1)C=1C=C(C=C(C1)[N+](=O)[O-])NC(C(C)C)=O (N-(3-morpholino-5-nitrophenyl)-isobutyramide). Reagents/catalysts: [Pd] (palladium on carbon). The solvent is CO (methanol). The product is NC=1C=C(C=C(C1)N1CCOCC1)NC(C(C)C)=O (N-(3-amino-5-morpholinophenyl)isobutyramide). Reaction SMILES: [O:1]1[CH2:6][CH2:5][N:4]([C:7]2[CH:8]=[C:9]([NH:16][C:17](=[O:21])[CH:18]([CH3:20])[CH3:19])[CH:10]=[C:11]([N+:13]([O-])=O)[CH:12]=2)[CH2:3][CH2:2]1>[Pd].CO>[NH2:13][C:11]1[CH:10]=[C:9]([NH:16][C:17](=[O:21])[CH:18]([CH3:19])[CH3:20])[CH:8]=[C:7]([N:4]2[CH2:5][CH2:6][O:1][CH2:2][CH2:3]2)[CH:12]=1. Procedure: Prepared according to Procedure V by stirring N-(3-morpholino-5-nitrophenyl)-isobutyramide (0.298 g, 1.016 mmol), 10% palladium on carbon (0.216 g, 0.203 mmol), and methanol (3 mL) for 30 minutes to afford N-(3-amino-5-morpholinophenyl)isobutyramide as a beige amorphous solid. Mass Spectrum (ESI) m/e=264.2 (M+1). The reactants are CCO, [H][H], O=C(O)Cc1ccc(Oc2ccc([N+](=O)[O-])cc2)cc1, O=[Pt]. Product: Nc1ccc(Oc2ccc(CC(=O)O)cc2)cc1. As a reaction SMILES: [CH3:23][CH2:24][OH:25].[H:21][H:22].[N+:1]([O-:2])(=[O:3])[c:4]1[cH:5][cH:6][c:7]([O:8][c:9]2[cH:10][cH:11][c:12]([CH2:15][C:16](=[O:17])[OH:18])[cH:13][cH:14]2)[cH:19][cH:20]1.[Pt:26]=[O:27]>>[NH2:1][c:4]1[cH:5][cH:6][c:7]([O:8][c:9]2[cH:10][cH:11][c:12]([CH2:15][C:16](=[O:17])[OH:18])[cH:13][cH:14]2)[cH:19][cH:20]1. RXN SMILES: [Br:10][c:11]1[cH:12][c:13](=[O:17])[nH:14][cH:15][cH:16]1.[C:18](=[O:19])([O-:20])[O-:21].[CH3:1][O:2][C:3]([C:4]([CH2:5][Br:6])([CH3:7])[CH3:8])=[O:9].[CH3:25][N:26]([CH3:27])[CH:28]=[O:29].[K+:22].[K+:23].[OH2:24]>>[CH3:1][O:2][C:3]([C:4]([CH2:5][n:14]1[c:13](=[O:17])[cH:12][c:11]([Br:10])[cH:16][cH:15]1)([CH3:7])[CH3:8])=[O:9]. The reactants are O=c1cc(Br)cc[nH]1, O=C([O-])[O-], COC(=O)C(C)(C)CBr, CN(C)C=O, [K+], [K+], O. Yields the product COC(=O)C(C)(C)Cn1ccc(Br)cc1=O. The solvent is O1CCOCC1 (dioxane). Procedure: The compound of example 13 (1.92 g, 4.18 mmol) was dissolved in dioxane (40 ml), lithium hydroxide (10 ml, 1 M solution in water) was added and the mixture was stirred for 30 min at 60° C. The mixture was partitioned between 2 N hydrochloric acid and EA, the aqueous phase extracted with EA, and the combined organic extracts were washed with brine, dried over sodium sulfate, filtered and evaporated to dryness. The residue was stirred overnight in EA, filtered, and the crystals were dried in vacuo... Yields the product COC1=C(C=C(C(=O)NC2(CC3=CC=CC=C3C2)C(=O)O)C=C1)OCCC=1C=C(C=CC1)C (2-[4-Methoxy-3-(2-m-tolyl-ethoxy)-benzoylamino]-indane-2-carboxylic acid). Run at temperature 60 celsius, time 30 minute. As a reaction SMILES: C[O:2][C:3]([C:5]1([NH:14][C:15](=[O:34])[C:16]2[CH:21]=[CH:20][C:19]([O:22][CH3:23])=[C:18]([O:24][CH2:25][CH2:26][C:27]3[CH:28]=[C:29]([CH3:33])[CH:30]=[CH:31][CH:32]=3)[CH:17]=2)[CH2:13][C:12]2[C:7](=[CH:8][CH:9]=[CH:10][CH:11]=2)[CH2:6]1)=[O:4].[OH-].[Li+]>O1CCOCC1>[CH3:23][O:22][C:19]1[CH:20]=[CH:21][C:16]([C:15]([NH:14][C:5]2([C:3]([OH:4])=[O:2])[CH2:6][C:7]3[C:12](=[CH:11][CH:10]=[CH:9][CH:8]=3)[CH2:13]2)=[O:34])=[CH:17][C:18]=1[O:24][CH2:25][CH2:26][C:27]1[CH:28]=[C:29]([CH3:33])[CH:30]=[CH:31][CH:32]=1 |f:1.2|. The reactants are COC(=O)C1(CC2=CC=CC=C2C1)NC(C1=CC(=C(C=C1)OC)OCCC=1C=C(C=CC1)C)=O (2-[4-Methoxy-3-(2-m-tolyl-ethoxy)-benzoylamino]-indane-2-carboxylic acid methyl ester), [OH-].[Li+] (lithium hydroxide). Isolated yield 72.5%.